This data is from the Open Reaction Database (ORD), a public repository of structured organic reaction records. The task is: describe an organic reaction: reactants, conditions, products, and yield The reactants are C(#C)C=1C=NC2=CC=C(C=C2C1)OC(C(=O)NC1(CCC1)C=O)SC (2-(3-ethynyl-quinolin-6-yloxy)-N-(1-formyl-cyclobutyl)-2-methylsulfanyl-acetamide), C1(=CC=CC=C1)C.C1CCOC1 (toluene THF), C(=O)(O)[O-].[Na+] (NaHCO3). Run in CO (MeOH). Reaction conditions: temperature 60 celsius, time 6 hour. The product is COC(C1(CCC1)NC(C(SC)OC=1C=C2C=C(C=NC2=CC1)C#C)=O)OC (N-(1-dimethoxymethyl-cyclobutyl)-2-(3-ethynyl-quinolin-6-yloxy)-2methylsulfanyl-acetamide). RXN SMILES: [C:1]([C:3]1[CH:4]=[N:5][C:6]2[C:11]([CH:12]=1)=[CH:10][C:9]([O:13][CH:14]([S:24][CH3:25])[C:15]([NH:17][C:18]1([CH:22]=[O:23])[CH2:21][CH2:20][CH2:19]1)=[O:16])=[CH:8][CH:7]=2)#[CH:2].C1(C)C=CC=CC=1.C1C[O:36][CH2:35]C1.[C:38]([O-])(O)=O.[Na+]>CO>[CH3:38][O:23][CH:22]([O:36][CH3:35])[C:18]1([NH:17][C:15](=[O:16])[CH:14]([O:13][C:9]2[CH:10]=[C:11]3[C:6](=[CH:7][CH:8]=2)[N:5]=[CH:4][C:3]([C:1]#[CH:2])=[CH:12]3)[S:24][CH3:25])[CH2:21][CH2:20][CH2:19]1 |f:1.2,3.4|. Procedure: To a solution of 2-(3-ethynyl-quinolin-6-yloxy)-N-(1-formyl-cyclobutyl)-2-methylsulfanyl-acetamide (180 mg) from Example 12f, Step 2 described above in a 10/1 mixture of toluene/THF (11 ml) p-toluene sulphonic acid (4 mg) was added followed by MeOH (1.10 ml), at room temperature. The mixture was stirred at 50° C. overnight and 60° C. during 6 hrs, then after cooling to room temperature poured into aq NaHCO3 soln and extracted with ethyl acetate. The combined organic layers were washed with brine...